From a dataset of the Open Reaction Database (ORD), a public repository of structured organic reaction records. describe an organic reaction: reactants, conditions, products, and yield The reactants are N1C(=O)NC(=O)CC1=O (Barbituric acid), C(C=CC1=CC=CC=C1)=O (cinnamaldehyde). The solvent is O (water). The product is C(C=CC1=CC=CC=C1)=C1C(NC(NC1=O)=O)=O (5-cinnamylidenebarbituric acid). Yield: 95.3%. Reaction SMILES: [NH:1]1[C:8](=[O:9])[CH2:7][C:5](=[O:6])[NH:4][C:2]1=[O:3].[CH:10](=O)[CH:11]=[CH:12][C:13]1[CH:18]=[CH:17][CH:16]=[CH:15][CH:14]=1>O>[CH:10](=[C:7]1[C:5](=[O:6])[NH:4][C:2](=[O:3])[NH:1][C:8]1=[O:9])[CH:11]=[CH:12][C:13]1[CH:18]=[CH:17][CH:16]=[CH:15][CH:14]=1. Procedure details: Barbituric acid (10.0 g) was dissolved in water (150 ml) at reflux, and the solution was stirred vigorously and maintained at just below refluxing point while freshly distilled cinnamaldehyde (10.3 g) was added slowly: a yellow precipitate formed almost immediately. After the addition, the mixture was stirred and maintained at just below refluxing point for 1 hour to complete the reaction. The product was filtered off, washed several times with hot water and then with cold ethanol, and then drie... Starting materials: C1(CCCCC1)N1C(C2=CC=CC=C2C=C1)=O (2-cyclohexyl-2H-isoquinolin-1-one). Reagents/catalysts: [Pd] (Pd—C). Solvent: C(C)O (ethanol). Conditions: time 3.5 hour. Product: C1(CCCCC1)N1C(C2=CC=CC=C2CC1)=O (2-cyclohexyl-3,4-dihydro-2H-isoquinolin-1-one). Isolated yield 83.3%. Reaction SMILES: [CH:1]1([N:7]2[CH:16]=[CH:15][C:14]3[C:9](=[CH:10][CH:11]=[CH:12][CH:13]=3)[C:8]2=[O:17])[CH2:6][CH2:5][CH2:4][CH2:3][CH2:2]1>C(O)C.[Pd]>[CH:1]1([N:7]2[CH2:16][CH2:15][C:14]3[C:9](=[CH:10][CH:11]=[CH:12][CH:13]=3)[C:8]2=[O:17])[CH2:2][CH2:3][CH2:4][CH2:5][CH2:6]1. Procedure: The compound (200 mg) obtained in step (c) just above was dissolved in a mixed solution (10.7 ml) of ethanol concentrated hydrochloric acid=15:1. 10% Pd—C (60 mg) was added to the solution, followed by hydrogenation for 3.5 hr. Pd—C was removed by filtration through Celite. The filtrate was concentrated under the reduced pressure. Water was then added the residue. The mixture was extracted with ethyl acetate. The organic layer was then dried over anhydrous magnesium sulfate. The solvent was then... Starting materials: CN1N=CC(=C1)C1=CC=2N(C(=N1)C=1C=NNC1)C=CN2 (7-(1-methyl-1H-pyrazol-4-yl)-5-(1H-pyrazol-4-yl)imidazo[1,2-c]pyrimidine), C1C(CC12CCOCC2)=CC#N (2-(7-oxaspiro[3.5]nonan-2-ylidene)acetonitrile). Product: CN1N=CC(=C1)C1=CC=2N(C(=N1)C=1C=NN(C1)C1(CC3(C1)CCOCC3)CC#N)C=CN2 (2-(2-(4-(7-(1-methyl-1H-pyrazol-4-yl)imidazo[1,2-c]pyrimidin-5-yl)-1H-pyrazol-1-yl)-7-oxaspiro[3.5]nonan-2-yl)acetonitrile). The yield is 60.3%. Reaction SMILES: [CH3:1][N:2]1[CH:6]=[C:5]([C:7]2[N:12]=[C:11]([C:13]3[CH:14]=[N:15][NH:16][CH:17]=3)[N:10]3[CH:18]=[CH:19][N:20]=[C:9]3[CH:8]=2)[CH:4]=[N:3]1.[CH2:21]1[C:24]2([CH2:29][CH2:28][O:27][CH2:26][CH2:25]2)[CH2:23][C:22]1=[CH:30][C:31]#[N:32]>>[CH3:1][N:2]1[CH:6]=[C:5]([C:7]2[N:12]=[C:11]([C:13]3[CH:14]=[N:15][N:16]([C:22]4([CH2:30][C:31]#[N:32])[CH2:23][C:24]5([CH2:25][CH2:26][O:27][CH2:28][CH2:29]5)[CH2:21]4)[CH:17]=3)[N:10]3[CH:18]=[CH:19][N:20]=[C:9]3[CH:8]=2)[CH:4]=[N:3]1. Procedure: This was prepared from 7-(1-methyl-1H-pyrazol-4-yl)-5-(1H-pyrazol-4-yl)imidazo[1,2-c]pyrimidine (40 mg; 0.151 mmol) and 2-(7-oxaspiro[3.5]nonan-2-ylidene)acetonitrile (37 mg; 0.226 mmol) in analogous fashion to Example 148, Step D to give the desired product (39 mg). MS (apci) m/z=429.2 (M+H). Starting materials: [N+](=O)([O-])C1=C(C=CC=C1C)C (2-nitro-m-xylene), diethyl acetal, CN(C=O)C (N,N-dimethylformamide). Run in C(C)O (ethanol). Run at time 46 hour. Product: CN(\C=C\C1=C(C(=CC=C1)C)[N+](=O)[O-])C (trans-β-dimethylamino-3 -methyl-2-nitrostyrene). Reaction SMILES: [N+:1]([C:4]1[C:9]([CH3:10])=[CH:8][CH:7]=[CH:6][C:5]=1[CH3:11])([O-:3])=[O:2].[CH3:12][N:13]([CH3:16])[CH:14]=O>C(O)C>[CH3:12][N:13]([CH3:16])/[CH:14]=[CH:11]/[C:5]1[CH:6]=[CH:7][CH:8]=[C:9]([CH3:10])[C:4]=1[N+:1]([O-:3])=[O:2]. Procedure details: A 500 -ml. three-necked flask fitted with a thermometer, a 15-cm. Vigreux column connected to a descending condenser and receiver with a nitrogen inlet was charged with 30.23 g. of 2-nitro-m-xylene, 64.77 g. of N,N-domethylformamide diethyl acetal, and 200 ml. of N,N-dimethylformamide. The reaction vessel was then immersed in an oil bath, preheated to 165°, for 46 hours. The pot temperature was maintained above 140° by continuous distillation of the formed ethanol.